Dataset: the Open Reaction Database (ORD), a public repository of structured organic reaction records. Task: describe an organic reaction: reactants, conditions, products, and yield Starting materials: C(C1=CC=CC=C1)Br (benzyl bromide), C(O)([O-])=O.[Na+] (sodium hydrogen carbonate), [Na].[Na].C(=O)(O)C=1OC2=CC=CC(=C2C(C1)=O)OCC(COC1=C2C(C=C(OC2=CC=C1)C(=O)O)=O)O (1,3-bis(2-carboxychromon-5-yloxy)-propan-2-ol disodium salt), C(C1=CC=CC=C1)Br (benzyl bromide). Run in CN(C)C=O (DMF). Reaction conditions: time 8 hour. Product: dibenzyl ester, C(=O)(O)C=1OC2=CC=CC(=C2C(C1)=O)OCC(COC1=C2C(C=C(OC2=CC=C1)C(=O)O)=O)O (1,3-bis(2-carboxychromon-5-yloxy)propan-2-ol). Isolated yield 70.6%. RXN SMILES: [Na].[Na].[C:3]([C:6]1[O:7][C:8]2[C:13]([C:14](=[O:16])[CH:15]=1)=[C:12]([O:17][CH2:18][CH:19]([OH:36])[CH2:20][O:21][C:22]1[CH:31]=[CH:30][CH:29]=[C:28]3[C:23]=1[C:24](=[O:35])[CH:25]=[C:26]([C:32]([OH:34])=[O:33])[O:27]3)[CH:11]=[CH:10][CH:9]=2)([OH:5])=[O:4].C(Br)C1C=CC=CC=1.C(=O)([O-])O.[Na+]>CN(C=O)C>[C:32]([C:26]1[O:27][C:28]2[C:23]([C:24](=[O:35])[CH:25]=1)=[C:22]([O:21][CH2:20][CH:19]([OH:36])[CH2:18][O:17][C:12]1[CH:11]=[CH:10][CH:9]=[C:8]3[C:13]=1[C:14](=[O:16])[CH:15]=[C:6]([C:3]([OH:5])=[O:4])[O:7]3)[CH:31]=[CH:30][CH:29]=2)([OH:34])=[O:33] |f:0.1.2,4.5,^1:0,1|. Reported procedure: 1,3-bis(2-carboxychromon-5-yloxy)-propan-2-ol disodium salt (2.5 g, 5,2 mmol), was suspended in DMF. To the suspension was added benzyl bromide (0.734 ml, 6.2 mmol) and the reaction was kept overnight under stirring. An additional portion of benzyl bromide (0.734 ml, 6.2 mmol) was added. After 24 hr, the reaction mixture was poured into sodium hydrogen carbonate aqueous solution and extracted dichloromethane. The organic phase was washed with water two times and evaporated to give the dibenzyl e... The reactants are NC(C#N)(CN1N=C2C(N=CC(=C2C)Br)=N1)C (2-Amino-3-(6-bromo-7-methyl-2H-[1,2,3]triazolo[4,5-b]pyridin-2-yl)-2-methylpropionitrile), FC(C1=CC=C(C(=S)Cl)C=C1)(F)F (4-trifluoromethylthiobenzoyl chloride). The product is BrC1=C(C=2C(N=C1)=NN(N2)CC(C)(C#N)NC(C2=CC=C(C=C2)C(F)(F)F)=S)C (N-[2-(6-Bromo-7-methyl-2H-[1,2,3]triazolo[4,5-b]pyridin-2-yl)-1-cyano-1-methylethyl]-4-trifluoromethylthiobenzamide), solid. Yield: 43.0%. RXN SMILES: [NH2:1][C:2]([CH3:17])([CH2:5][N:6]1[N:16]=[C:9]2[N:10]=[CH:11][C:12]([Br:15])=[C:13]([CH3:14])[C:8]2=[N:7]1)[C:3]#[N:4].[F:18][C:19]([F:30])([F:29])[C:20]1[CH:28]=[CH:27][C:23]([C:24](Cl)=[S:25])=[CH:22][CH:21]=1>>[Br:15][C:12]1[CH:11]=[N:10][C:9]2=[N:16][N:6]([CH2:5][C:2]([NH:1][C:24](=[S:25])[C:23]3[CH:22]=[CH:21][C:20]([C:19]([F:18])([F:29])[F:30])=[CH:28][CH:27]=3)([C:3]#[N:4])[CH3:17])[N:7]=[C:8]2[C:13]=1[CH3:14]. Procedure details: Using a procedure similar to that described in Example 1, 2-amino-3-(6-bromo-7-methyl-2H-[1,2,3]triazolo[4,5-b]pyridin-2-yl)-2-methylpropionitrile (90 mg, described in Example 153) and 4-trifluoromethylthiobenzoyl chloride, the title compound was isolated as a white solid (65 mg, 43%). Rf=0.4 (1:1 EA/heptane). MS (ES): M/Z [M−H]=497. 1H NMR: (400 MHz, DMSO-d6): 1.76 (s, 3H), 2.56 (s, 3H), 5.40 (d, 1H), 5.54 (d, 1H), 7.82-7.94 (m, 4H), 8.86 (s, 1H) and 8.93 (s, 1H). 19F NMR (376 MHz, DMSO-d6): −4...